Dataset: the Open Reaction Database (ORD), a public repository of structured organic reaction records. Task: describe an organic reaction: reactants, conditions, products, and yield The reactants are [Br-], O=Cc1ccc(Br)cc1, C1CCOC1, CCCCCC[Mg+]. Yields the product CCCCCCC(O)c1ccc(Br)cc1. Reaction SMILES: [Br-:1].[Br:9][c:10]1[cH:11][cH:12][c:13]([CH:14]=[O:15])[cH:16][cH:17]1.[CH2:18]1[O:19][CH2:20][CH2:21][CH2:22]1.[CH2:2]([CH2:3][CH2:4][CH2:5][CH2:6][CH3:7])[Mg+:8]>>[CH2:2]([CH2:3][CH2:4][CH2:5][CH2:6][CH3:7])[CH:14]([c:13]1[cH:12][cH:11][c:10]([Br:9])[cH:17][cH:16]1)[OH:15]. Starting materials: CNC(=NCCSCc1csc(CN(C)C)n1)SC, CCC(C)O, C[N+](=O)[O-]. Yields the product CNC(=C[N+](=O)[O-])NCCSCc1csc(CN(C)C)n1. RXN SMILES: [CH3:1][NH:2][C:3]([S:4][CH3:5])=[N:6][CH2:7][CH2:8][S:9][CH2:10][c:11]1[n:12][c:13]([CH2:16][N:17]([CH3:18])[CH3:19])[s:14][cH:15]1.[CH3:24][CH:25]([OH:26])[CH2:27][CH3:28].[N+:20](=[O:21])([O-:22])[CH3:23]>>[CH3:1][NH:2][C:3]([NH:6][CH2:7][CH2:8][S:9][CH2:10][c:11]1[n:12][c:13]([CH2:16][N:17]([CH3:18])[CH3:19])[s:14][cH:15]1)=[CH:23][N+:20](=[O:21])[O-:22]. The reactants are C(Cl)(Cl)Cl (chloroform), CN1N=C2C(N=CN=C2S)=C1O (2-methyl-3-hydroxy-7-mercapto-pyrazolo[4,3-d]pyrimidine), C([O-])([O-])=O.[K+].[K+] (potassium carbonate), BrCC(=O)OCC (ethyl bromoacetate). The solvent is O (water). Conditions: time 4 hour. Product: CN1N=C2C(N=CN=C2SCC(=O)OCC)=C1O (2-Methyl-3-hydroxy-7-ethoxycarbonylmethylthio-pyrazolo[4,3-d]pyrimidine). As a reaction SMILES: [CH3:1][N:2]1[C:11]([OH:12])=[C:5]2[N:6]=[CH:7][N:8]=[C:9]([SH:10])[C:4]2=[N:3]1.C(=O)([O-])[O-].[K+].[K+].Br[CH2:20][C:21]([O:23][CH2:24][CH3:25])=[O:22].C(Cl)(Cl)Cl>O>[CH3:1][N:2]1[C:11]([OH:12])=[C:5]2[N:6]=[CH:7][N:8]=[C:9]([S:10][CH2:20][C:21]([O:23][CH2:24][CH3:25])=[O:22])[C:4]2=[N:3]1 |f:1.2.3|. Procedure: 10 g of 2-methyl-3-hydroxy-7-mercapto-pyrazolo[4,3-d]pyrimidine and 8.36 g of anhydrous potassium carbonate were dissolved in 100 ml of water, and after an addition of 8.08 g of ethyl bromoacetate, the mixture was stirred at room temperature for 4 hours. After confirming the completion of the reaction by means of thin layer chromatography, the reaction mixture was shaked with chloroform, whereby by-products were extracted to the chloroform layer and thus removed. The aqueous layer was neutralize...